Task: describe an organic reaction: reactants, conditions, products, and yield. Dataset: the Open Reaction Database (ORD), a public repository of structured organic reaction records Starting materials: C1(=CC=CC=C1)C1=CC2=C(OCC=3N2C(=NN3)CCC)N=C1C1=CC=C(C=C1)C1(CCC1)NC(OC(C)(C)C)=O (Tert-butyl (1-(4-(8-phenyl-1-propyl-4H-pyrido[2,3-b][1,2,4]triazolo[4,3-d][1,4]oxazin-7-yl)phenyl)cyclobutyl)carbamate). The solvent is C(=O)(C(F)(F)F)O (TFA). Run at time 30 second. The product is C1(=CC=CC=C1)C1=CC2=C(OCC=3N2C(=NN3)CCC)N=C1C1=CC=C(C=C1)C1(CCC1)N (1-(4-(8-phenyl-1-propyl-4H-pyrido[2,3-b][1,2,4]triazolo[4,3-d][1,4]oxazin-7-yl)phenyl)cyclobutanamine). Isolated yield 31.3%. Reaction SMILES: [C:1]1([C:7]2[C:22]([C:23]3[CH:28]=[CH:27][C:26]([C:29]4([NH:33]C(=O)OC(C)(C)C)[CH2:32][CH2:31][CH2:30]4)=[CH:25][CH:24]=3)=[N:21][C:10]3[O:11][CH2:12][C:13]4[N:14]([C:15]([CH2:18][CH2:19][CH3:20])=[N:16][N:17]=4)[C:9]=3[CH:8]=2)[CH:6]=[CH:5][CH:4]=[CH:3][CH:2]=1>C(O)(C(F)(F)F)=O>[C:1]1([C:7]2[C:22]([C:23]3[CH:24]=[CH:25][C:26]([C:29]4([NH2:33])[CH2:32][CH2:31][CH2:30]4)=[CH:27][CH:28]=3)=[N:21][C:10]3[O:11][CH2:12][C:13]4[N:14]([C:15]([CH2:18][CH2:19][CH3:20])=[N:16][N:17]=4)[C:9]=3[CH:8]=2)[CH:6]=[CH:5][CH:4]=[CH:3][CH:2]=1. Procedure details: Tert-butyl (1-(4-(8-phenyl-1-propyl-4H-pyrido[2,3-b][1,2,4]triazolo[4,3-d][1,4]oxazin-7-yl)phenyl)cyclobutyl)carbamate (39 mg, 0.073 mmol) was dissolved in TFA (1 ml) and stirred for 30 seconds. The solution was immediately concentrated to dryness under reduced pressure. The residue was dissolved in diethyl ether (˜2 ml) and concentrated to dryness under reduced pressure three times. The residue was then slurred in diethyl ether (2 ml) and after settling the supernatant solvent removed by pipett...